This data is from the Open Reaction Database (ORD), a public repository of structured organic reaction records. The task is: describe an organic reaction: reactants, conditions, products, and yield Reactants: C(C)OC1=C(C(=O)OC)C(=CC=C1CC)NS(=O)(=O)C1=C(C=CC=C1)F (methyl 2-ethoxy-3-ethyl-6-{[(2-fluorophenyl)sulfonyl]amino}benzoate), O.[OH-].[Li+] (lithium hydroxide hydrate), Cl (HCl). Solvent: O1CCOCC1 (dioxane), O (water). The product is C(C)OC1=C(C(=O)O)C(=CC=C1CC)NS(=O)(=O)C1=C(C=CC=C1)F (2-ethoxy-3-ethyl-6-{[(2-fluorophenyl)sulfonyl]amino}benzoic acid). Yield: 94.8%. As a reaction SMILES: [CH2:1]([O:3][C:4]1[C:13]([CH2:14][CH3:15])=[CH:12][CH:11]=[C:10]([NH:16][S:17]([C:20]2[CH:25]=[CH:24][CH:23]=[CH:22][C:21]=2[F:26])(=[O:19])=[O:18])[C:5]=1[C:6]([O:8]C)=[O:7])[CH3:2].O.[OH-].[Li+].Cl>O1CCOCC1.O>[CH2:1]([O:3][C:4]1[C:13]([CH2:14][CH3:15])=[CH:12][CH:11]=[C:10]([NH:16][S:17]([C:20]2[CH:25]=[CH:24][CH:23]=[CH:22][C:21]=2[F:26])(=[O:18])=[O:19])[C:5]=1[C:6]([OH:8])=[O:7])[CH3:2] |f:1.2.3|. Procedure details: Two reactions were run simultaneously. For each reaction, a solution of Example 385H (0.26 g, 0.68 mmol) and lithium hydroxide hydrate (0.275 g, 6.5 mmol) in dioxane (3 mL) and water (1.5 mL) was heated to 160° C. for 15 minutes. The combined reaction mixture was acidified to pH 2.0 with 1 N HCl and extracted with ethyl acetate. The extract was dried (MgSO4), filtered, and concentrated to provide the desired product, 0.475 g, 94.8% yield. 1H NMR (DMSO-d6) δ 1.10 (t, 3H) 1.22 (t, 3H), 2.54 (q, 2H...